describe an organic reaction: reactants, conditions, products, and yield From a dataset of the Open Reaction Database (ORD), a public repository of structured organic reaction records. Reactants: N[C@@H](CCCCN)C(=O)O (L-lysine), C(C1=CC=CC=C1)(=O)Cl (benzoyl chloride), N[C@@H](CCCCN)C(=O)O (L-lysine), C([O-])(O)=O.[Na+] (Sodium bicarbonate), C(CN(CC(=O)O)CC(=O)O)N(CC(=O)O)CC(=O)O (EDTA). Reagents/catalysts: C([O-])([O-])=O.[Cu+2] (Copper (II) carbonate). The solvent is C1CCOC1 (THF), O (water). Run at temperature 5 celsius, time 1 hour. Product: C(C1=CC=CC=C1)(=O)NCCCC[C@H](N)C(=O)O (Nε -Benzoyl-L-lysine). The yield is 69.5%. RXN SMILES: [NH2:1][C@H:2]([C:8]([OH:10])=[O:9])[CH2:3][CH2:4][CH2:5][CH2:6][NH2:7].[C:11](Cl)(=[O:18])[C:12]1[CH:17]=[CH:16][CH:15]=[CH:14][CH:13]=1.C(=O)(O)[O-].[Na+].C(N(CC(O)=O)CC(O)=O)CN(CC(O)=O)CC(O)=O>O.C1COCC1.C(=O)([O-])[O-].[Cu+2]>[C:11]([NH:7][CH2:6][CH2:5][CH2:4][CH2:3][C@@H:2]([C:8]([OH:10])=[O:9])[NH2:1])(=[O:18])[C:12]1[CH:17]=[CH:16][CH:15]=[CH:14][CH:13]=1 |f:2.3,7.8|. Procedure: This compound was synthesized by a modified procedure of Kurtz et al.93. Copper (II) carbonate, basic (16.3 g, 74.0 mmoles) was added to a hot (80° C.) solution of L-lysine (15 g, 82.0 mmoles) in distilled water (250 mL). Excess copper carbonate was removed by gravity filtration while the mixture was still warm. The epsilon amino group of L-lysine was benzoylated by the dropwise addition of benzoyl chloride (14 g, 99.0 mmoles) in THF (35 mL) to the above solution after being cooled to 5° C. Sodi...